Dataset: the Open Reaction Database (ORD), a public repository of structured organic reaction records. Task: describe an organic reaction: reactants, conditions, products, and yield Starting materials: CCN=C=NCCCN(C)C, CN(C)C=O, Fc1ccc(C(c2ccc(F)cc2)N2CCNCC2)cc1, On1nnc2ccccc21, O=C(O)C1=COc2cc(O)ccc2O1. The product is O=C(C1=COc2cc(O)ccc2O1)N1CCN(C(c2ccc(F)cc2)c2ccc(F)cc2)CC1. Reaction SMILES: [CH3:22][CH2:23][N:24]=[C:25]=[N:26][CH2:27][CH2:28][CH2:29][N:30]([CH3:31])[CH3:32].[CH3:57][N:58]([CH3:59])[CH:60]=[O:61].[F:1][c:2]1[cH:3][cH:4][c:5]([CH:8]([N:9]2[CH2:10][CH2:11][NH:12][CH2:13][CH2:14]2)[c:15]2[cH:16][cH:17][c:18]([F:21])[cH:19][cH:20]2)[cH:6][cH:7]1.[OH:33][n:34]1[c:35]2[c:36]([cH:37][cH:38][cH:39][cH:40]2)[n:41][n:42]1.[OH:43][c:44]1[cH:45][c:46]2[c:47]([cH:55][cH:56]1)[O:48][C:49]([C:52](=[O:53])[OH:54])=[CH:50][O:51]2>>[F:1][c:2]1[cH:3][cH:4][c:5]([CH:8]([N:9]2[CH2:10][CH2:11][N:12]([C:52]([C:49]3=[CH:50][O:51][c:46]4[cH:45][c:44]([OH:43])[cH:56][cH:55][c:47]4[O:48]3)=[O:53])[CH2:13][CH2:14]2)[c:15]2[cH:16][cH:17][c:18]([F:21])[cH:19][cH:20]2)[cH:6][cH:7]1. Starting materials: C([O-])(O)=O.[Na+] (sodium bicarbonate), ClC1=C(C(=NC2=CC=C(C=C12)C(C1CN(C1)C(=O)OC(C)(C)C)(C1=CN=NN1C)O)C)CC1=CC=C(C=C1)C(F)(F)F (tert-Butyl 3-((4-chloro-2-methyl-3-(4-(trifluoromethyl)benzyl)quinolin-6-yl)(hydroxy)(1-methyl-1H-1,2,3-triazol-5-yl)methyl)azetidine-1-carboxylate), FC(C(=O)O)(F)F (trifluoroacetic acid). The solvent is ClCCl (dichloromethane), ClCCl (dichloromethane). Reaction conditions: temperature 23 celsius, time 18 hour. The product is ClC1=C(C(=NC2=CC=C(C=C12)C(C1CN(C1)C(C)=O)(C1=CN=NN1C)O)C)CC1=CC=C(C=C1)C(F)(F)F (1-(3-((4-Chloro-2-methyl-3-(4-(trifluoromethyl)benzyl)quinolin-6-yl)(hydroxy)(1-methyl-1H-1,2,3-triazol-5-yl)methyl)azetidin-1-yl)ethanone). As a reaction SMILES: [Cl:1][C:2]1[C:11]2[C:6](=[CH:7][CH:8]=[C:9]([C:12]([OH:30])([C:24]3[N:28]([CH3:29])[N:27]=[N:26][CH:25]=3)[CH:13]3[CH2:16][N:15](C(OC(C)(C)C)=O)[CH2:14]3)[CH:10]=2)[N:5]=[C:4]([CH3:31])[C:3]=1[CH2:32][C:33]1[CH:38]=[CH:37][C:36]([C:39]([F:42])([F:41])[F:40])=[CH:35][CH:34]=1.F[C:44](F)(F)[C:45](O)=[O:46].C(=O)(O)[O-].[Na+]>ClCCl>[Cl:1][C:2]1[C:11]2[C:6](=[CH:7][CH:8]=[C:9]([C:12]([OH:30])([C:24]3[N:28]([CH3:29])[N:27]=[N:26][CH:25]=3)[CH:13]3[CH2:16][N:15]([C:45](=[O:46])[CH3:44])[CH2:14]3)[CH:10]=2)[N:5]=[C:4]([CH3:31])[C:3]=1[CH2:32][C:33]1[CH:38]=[CH:37][C:36]([C:39]([F:40])([F:41])[F:42])=[CH:35][CH:34]=1 |f:2.3|. Procedure details: A mixture containing tert-butyl 3-((4-chloro-2-methyl-3-(4-(trifluoromethyl)benzyl)quinolin-6-yl)(hydroxy)(1-methyl-1H-1,2,3-triazol-5-yl)methyl)azetidine-1-carboxylate (250 mg, 0.42 mmol, Example 31) and trifluoroacetic acid (0.32 mL, 0.32 mmol) in dichloromethane (2 mL) was stirred at 23° C. After 18 hours, dichloromethane (50 mL) and saturated aqueous sodium bicarbonate solution (25 mL) were added. The biphasic mixture was stirred for 5 minutes. The layers were separated. The organic layer wa...